Dataset: the Open Reaction Database (ORD), a public repository of structured organic reaction records. Task: describe an organic reaction: reactants, conditions, products, and yield Starting materials: solution, [H-].[Al+3].[Li+].[H-].[H-].[H-] (lithium aluminum hydride), solution, S(O)(O)(=O)=O (sulfuric acid), solution, [OH-].[Na+] (NaOH), C(C)[C@@]1(CSC2=C(N(C1=O)C1=CC=CC=C1)C=C(C(=C2)OC)Cl)CCCC ((3R)-2,3-Dihydro-3-ethyl-3-butyl-5-phenyl-7-chloro-8-methoxy-1,5-benzothiazepine-4-one). Solvent: C1CCOC1 (THF), O (H2O), C(C)OCC (ethyl ether), C1CCOC1 (THF), C1CCOC1 (THF). Conditions: temperature 0 celsius, time 1 hour. The product is C(C)[C@]1(CS(C2=C(N(C1)C1=CC=CC=C1)C=C(C(=C2)OC)Cl)(=O)=O)CCCC ((3S)-2,3,4,5-Tetrahydro-3-ethyl-3-butyl-5-phenyl-7-chloro-8-methoxy-1,5-benzothiazepine-1,1-dioxide). RXN SMILES: [H-].[Al+3].[Li+].[H-].[H-].[H-].[S:7](=[O:11])(=O)(O)[OH:8].[CH2:12]([C@@:14]1([CH2:35][CH2:36][CH2:37][CH3:38])[C:20](=O)[N:19]([C:22]2[CH:27]=[CH:26][CH:25]=[CH:24][CH:23]=2)[C:18]2[CH:28]=[C:29]([Cl:34])[C:30]([O:32][CH3:33])=[CH:31][C:17]=2S[CH2:15]1)[CH3:13].[OH-].[Na+]>C(OCC)C.C1COCC1.O>[CH2:12]([C@:14]1([CH2:35][CH2:36][CH2:37][CH3:38])[CH2:20][N:19]([C:22]2[CH:27]=[CH:26][CH:25]=[CH:24][CH:23]=2)[C:18]2[CH:28]=[C:29]([Cl:34])[C:30]([O:32][CH3:33])=[CH:31][C:17]=2[S:7](=[O:11])(=[O:8])[CH2:15]1)[CH3:13] |f:0.1.2.3.4.5,8.9|. Reported procedure: To a 1 M solution of lithium aluminum hydride in ethyl ether (91.5 ml) was added dropwise at 0° C. a 7.2 M solution of sulfuric acid in THF (6.4 ml) and the mixture was stirred at 0° C. for 1 h. To the mixture at 0° C. was added 8 (10.9 g) in THF (75 ml). The reaction mixture was allowed to warm to RT and stirred for 3.5 h at RT at which point it was cooled back to 0° C. and a 30% (v/v) solution of H2O in THF was added dropwise. A 1 N solution of NaOH (15 ml) was added. The reaction mixture was ... Reactants: CN(c1cc2cc(n1)CCCCc1cccc(c1)CC(C)(NC(=O)OC(C)(C)C)C(=O)OC2)S(C)(=O)=O, ClCCl, O=C(O)C(F)(F)F. Product: CN(c1cc2cc(n1)CCCCc1cccc(c1)CC(C)(N)C(=O)OC2)S(C)(=O)=O, O=C(O)C(F)(F)F. Reaction SMILES: [CH3:1][C:2]1([NH:30][C:31](=[O:32])[O:33][C:34]([CH3:35])([CH3:36])[CH3:37])[C:3](=[O:29])[O:4][CH2:5][c:6]2[cH:7][c:8]([N:23]([S:24](=[O:25])(=[O:26])[CH3:27])[CH3:28])[n:9][c:10]([cH:22]2)[CH2:11][CH2:12][CH2:13][CH2:14][c:15]2[cH:16][cH:17][cH:18][c:19]([cH:21]2)[CH2:20]1.[Cl:45][CH2:46][Cl:47].[F:38][C:39]([C:40](=[O:41])[OH:42])([F:43])[F:44]>>[CH3:1][C:2]1([NH2:30])[C:3](=[O:29])[O:4][CH2:5][c:6]2[cH:7][c:8]([N:23]([S:24](=[O:25])(=[O:26])[CH3:27])[CH3:28])[n:9][c:10]([cH:22]2)[CH2:11][CH2:12][CH2:13][CH2:14][c:15]2[cH:16][cH:17][cH:18][c:19]([cH:21]2)[CH2:20]1.[F:38][C:39]([C:40](=[O:41])[OH:42])([F:43])[F:44]. Starting materials: C(C)=O (acetaldehyde), C(=C)OC (methyl vinyl ether), C(C)(C)(C)OOC(C(=O)[O-])(CCCC)CC (t-butylperoxy-2-ethylhexanoate), molten, C1(\C=C/C(=O)O1)=O (maleic anhydride). Reaction conditions: temperature 75 celsius. The product is C(=C)OC.C1(\C=C/C(=O)O1)=O (MVE MAN), 12.3. RXN SMILES: [CH:1]([O:3][CH3:4])=[CH2:2].C(OOC(CC)(CCCC)C([O-])=O)(C)(C)C.C(=O)C.[C:24]1(=[O:30])[O:29][C:27](=[O:28])[CH:26]=[CH:25]1>>[CH:1]([O:3][CH3:4])=[CH2:2].[C:27]1(=[O:28])[O:29][C:24](=[O:30])[CH:25]=[CH:26]1 |f:4.5|. Reported procedure: A 1-liter Buchi pressure reactor was sparged with nitrogen and charged with 400 ml (300 g, 5.16 mol) of methyl vinyl ether (MVE), 0.55 g Trigonox® 21 (t-butylperoxy-2-ethylhexanoate, an initiator made by Akzo Nobel Chemicalls, Inc.), a concentration of 0.08% by weight based on copolymer obtained, and with 0.034 g of acetaldehyde, or 0.01% by weight based on total weight of the reaction system. The precharged reactor was heated to 75° C., with agitation, over 15 min. Then 41 g (0.418 mol) of molt... The reactants are BrCCCCCCCCCCC(=O)O (11-bromoundecanoic acid), [N-]=[N+]=[N-].[Na+] (sodium azide). The solvent is CN(C=O)C (N,N-dimethylformamide), O (water). Run at temperature 80 celsius, time 5 hour. Product: N(=[N+]=[N-])CCCCCCCCCCC(=O)O (11-azidoundecanoic acid). RXN SMILES: Br[CH2:2][CH2:3][CH2:4][CH2:5][CH2:6][CH2:7][CH2:8][CH2:9][CH2:10][CH2:11][C:12]([OH:14])=[O:13].[N-:15]=[N+:16]=[N-:17].[Na+]>CN(C)C=O.O>[N:15]([CH2:2][CH2:3][CH2:4][CH2:5][CH2:6][CH2:7][CH2:8][CH2:9][CH2:10][CH2:11][C:12]([OH:14])=[O:13])=[N+:16]=[N-:17] |f:1.2|. Procedure: To 11-bromoundecanoic acid (1.73 g) dissolved in N,N-dimethylformamide (DMF) was added sodium azide (1.5 g), and the mixture was heated to a temperature of 80° C. and stirred for 5 hours. The reaction mixture was then diluted with cooling water and extracted with ethyl acetate to give 11-azidoundecanoic acid. To the mixed solution of 11-azidoundecanoic acid (1 g) and para-nitrophenol (612 mg) in DMF was added N,N'-dicyclohexylcarbodiimide (920 mg), and the mixture was stirred for 12 hours. The r... The reactants are CCCC[N+](CCCC)(CCCC)CCCC, C[Si](C)(C)C#Cc1cnc(N2CCC(NCc3ccc(Cl)cc3Cl)C2)nc1, ClCCl, [F-], C1CCOC1, O. The product is C#Cc1cnc(N2CCC(NCc3ccc(Cl)cc3Cl)C2)nc1. RXN SMILES: [CH3:2][CH2:3][CH2:4][CH2:5][N+:6]([CH2:7][CH2:8][CH2:9][CH3:10])([CH2:11][CH2:12][CH2:13][CH3:14])[CH2:15][CH2:16][CH2:17][CH3:18].[Cl:19][c:20]1[c:21]([CH2:22][NH:23][CH:24]2[CH2:25][N:26]([c:29]3[n:30][cH:31][c:32]([C:35]#[C:36][Si:37]([CH3:38])([CH3:39])[CH3:40])[cH:33][n:34]3)[CH2:27][CH2:28]2)[cH:41][cH:42][c:43]([Cl:45])[cH:44]1.[Cl:52][CH2:53][Cl:54].[F-:1].[O:46]1[CH2:47][CH2:48][CH2:49][CH2:50]1.[OH2:51]>>[Cl:19][c:20]1[c:21]([CH2:22][NH:23][CH:24]2[CH2:25][N:26]([c:29]3[n:30][cH:31][c:32]([C:35]#[CH:36])[cH:33][n:34]3)[CH2:27][CH2:28]2)[cH:41][cH:42][c:43]([Cl:45])[cH:44]1.